This data is from the Open Reaction Database (ORD), a public repository of structured organic reaction records. The task is: describe an organic reaction: reactants, conditions, products, and yield Reactants: OC1C(C(N(C1)CC(=O)N)=O)C1CC(N(C1)CC(=O)N)=O (1,1',5,5'-tetrahydro-4-hydroxy-2,2'-dioxo-[3,4'-bi-3H-pyrrole]-1,1'-diacetic acid diamide), CN(CCO)C (2-dimethylaminoethanol). Product: N,N-dimethyl-N-ethanolammonium, OC1=C(C(N(C1)CC(=O)N)=O)C1=CC(N(C1)CC(=O)N)=O (1,1',5,5'-tetrahydro-4-hydroxy-2,2'-dioxo-[3,4'-bi-2H-pyrrole]-1,1'-diacetic acid diamide). Reaction SMILES: [OH:1][CH:2]1[CH2:6][N:5]([CH2:7][C:8]([NH2:10])=[O:9])[C:4](=[O:11])[CH:3]1[CH:12]1[CH2:16][N:15]([CH2:17][C:18]([NH2:20])=[O:19])[C:14](=[O:21])[CH2:13]1.CN(C)CCO>>[OH:1][C:2]1[CH2:6][N:5]([CH2:7][C:8]([NH2:10])=[O:9])[C:4](=[O:11])[C:3]=1[C:12]1[CH2:16][N:15]([CH2:17][C:18]([NH2:20])=[O:19])[C:14](=[O:21])[CH:13]=1. Reported procedure: In a manner analogous to that described in Example 13, from 1,1',5,5'-tetrahydro-4-hydroxy-2,2'-dioxo-[3,4'-bi-3H-pyrrole]-1,1'-diacetic acid diamide and 5 ml of 2-dimethylaminoethanol there is obtained the N,N-dimethyl-N-ethanolammonium salt of 1,1',5,5'-tetrahydro-4-hydroxy-2,2'-dioxo-[3,4'-bi-2H-pyrrole]-1,1'-diacetic acid diamide in the form of a white powder; melting point 170° (decomposition). The reactants are COC=1C(=C(C=O)C=CC1OC)O (3,4-dimethoxy-2-hydroxybenzaldehyde), [N+](=O)(O)[O-] (nitric acid), ice water. Run in C(C)(=O)O (acetic acid). Yields the product OC1=C(C=O)C=C(C(=C1OC)OC)[N+](=O)[O-] (2-Hydroxy-3,4-dimethoxy-5-nitro-benzaldehyde). Reaction SMILES: [CH3:1][O:2][C:3]1[C:4]([OH:13])=[C:5]([CH:8]=[CH:9][C:10]=1[O:11][CH3:12])[CH:6]=[O:7].[N+:14]([O-])([OH:16])=[O:15]>C(O)(=O)C>[OH:13][C:4]1[C:3]([O:2][CH3:1])=[C:10]([O:11][CH3:12])[C:9]([N+:14]([O-:16])=[O:15])=[CH:8][C:5]=1[CH:6]=[O:7]. Reported procedure: To a solution of 3,4-dimethoxy-2-hydroxybenzaldehyde (0.5 g) in acetic acid (10 ml) was added fuming nitric acid (0.12 ml). The reaction mixture was poured into ice water, the product extracted into ethyl acetate, washed with water, dried and evaporated. The product was triturated with water and filtered. Yield: 0.15 g. Procedure: Prepared according to the procedure described in Example 68, Step 2, using 1-[4′-(4-amino-3-methyl-isoxazol-5-yl)-biphenyl-4-yl]-cyclopropanecarboxylic acid ethyl ester and 4-bromo-2-(3-fluoro-phenyl)-pyridine. Reactants: C(C)OC(=O)C1(CC1)C1=CC=C(C=C1)C1=CC=C(C=C1)C1=C(C(=NO1)C)N (1-[4′-(4-amino-3-methyl-isoxazol-5-yl)-biphenyl-4-yl]-cyclopropanecarboxylic acid ethyl ester), BrC1=CC(=NC=C1)C1=CC(=CC=C1)F (4-bromo-2-(3-fluoro-phenyl)-pyridine). Product: C(C)OC(=O)C1(CC1)C1=CC=C(C=C1)C1=CC=C(C=C1)C1=C(C(=NO1)C)NC1=CC(=NC=C1)C1=CC(=CC=C1)F (1-(4′-{4-[2-(3-Fluoro-phenyl)-pyridin-4-ylamino]-3-methyl-isoxazol-5-yl}-biphenyl-4-yl)-cyclopropanecarboxylic acid ethyl ester). RXN SMILES: [CH2:1]([O:3][C:4]([C:6]1([C:9]2[CH:14]=[CH:13][C:12]([C:15]3[CH:20]=[CH:19][C:18]([C:21]4[O:25][N:24]=[C:23]([CH3:26])[C:22]=4[NH2:27])=[CH:17][CH:16]=3)=[CH:11][CH:10]=2)[CH2:8][CH2:7]1)=[O:5])[CH3:2].Br[C:29]1[CH:34]=[CH:33][N:32]=[C:31]([C:35]2[CH:40]=[CH:39][CH:38]=[C:37]([F:41])[CH:36]=2)[CH:30]=1>>[CH2:1]([O:3][C:4]([C:6]1([C:9]2[CH:10]=[CH:11][C:12]([C:15]3[CH:20]=[CH:19][C:18]([C:21]4[O:25][N:24]=[C:23]([CH3:26])[C:22]=4[NH:27][C:29]4[CH:34]=[CH:33][N:32]=[C:31]([C:35]5[CH:40]=[CH:39][CH:38]=[C:37]([F:41])[CH:36]=5)[CH:30]=4)=[CH:17][CH:16]=3)=[CH:13][CH:14]=2)[CH2:8][CH2:7]1)=[O:5])[CH3:2]. The yield is 8.0%. Starting materials: BrC1=CC2=C(OCCC3=C2N=C(S3)C(=O)N)C=C1 (9-bromo-4,5-dihydrobenzo[2,3]oxepino[4,5-d]thiazole-2-carboxamide), C(#C)C1(C(N(CCC1)C)=O)O (3-ethynyl-3-hydroxy-1-methylpiperidin-2-one). Procedure details: Similar to as described in General Procedure G, 9-bromo-4,5-dihydrobenzo[2,3]oxepino[4,5-d]thiazole-2-carboxamide was reacted with 3-ethynyl-3-hydroxy-1-methylpiperidin-2-one to give the titled compound as a white solid (10 mg, 8%). RXN SMILES: Br[C:2]1[CH:18]=[CH:17][C:5]2[O:6][CH2:7][CH2:8][C:9]3[S:13][C:12]([C:14]([NH2:16])=[O:15])=[N:11][C:10]=3[C:4]=2[CH:3]=1.[C:19]([C:21]1([OH:29])[CH2:26][CH2:25][CH2:24][N:23]([CH3:27])[C:22]1=[O:28])#[CH:20]>>[OH:29][C:21]1([C:19]#[C:20][C:2]2[CH:18]=[CH:17][C:5]3[O:6][CH2:7][CH2:8][C:9]4[S:13][C:12]([C:14]([NH2:16])=[O:15])=[N:11][C:10]=4[C:4]=3[CH:3]=2)[CH2:26][CH2:25][CH2:24][N:23]([CH3:27])[C:22]1=[O:28]. The product is OC1(C(N(CCC1)C)=O)C#CC1=CC2=C(OCCC3=C2N=C(S3)C(=O)N)C=C1 ((±)-9-((3-hydroxy-1-methyl-2-oxopiperidin-3-yl)ethynyl)-4,5-dihydrobenzo[2,3]oxepino[4,5-d]thiazole-2-carboxamide). Reactants: O=Cc1occc1Br, CC(=O)O[BH-](OC(C)=O)OC(C)=O, C1COCCN1, CCOC(C)=O, ClCCl, [Na+]. Product: Brc1ccoc1CN1CCOCC1. As a reaction SMILES: [Br:1][c:2]1[c:3]([CH:7]=[O:8])[o:4][cH:5][cH:6]1.[C:15]([O:16][BH-:17]([O:18][C:19](=[O:20])[CH3:21])[O:22][C:23](=[O:24])[CH3:25])(=[O:26])[CH3:27].[CH2:9]1[CH2:10][O:11][CH2:12][CH2:13][NH:14]1.[CH3:32][CH2:33][O:34][C:35]([CH3:36])=[O:37].[Cl:29][CH2:30][Cl:31].[Na+:28]>>[Br:1][c:2]1[c:3]([CH2:7][N:14]2[CH2:9][CH2:10][O:11][CH2:12][CH2:13]2)[o:4][cH:5][cH:6]1.